This data is from the Open Reaction Database (ORD), a public repository of structured organic reaction records. The task is: describe an organic reaction: reactants, conditions, products, and yield The reactants are [OH-].[Na+] (sodium hydroxide), ClC=1C=C(C=CC1Cl)CC1=CC=C(C=C1)C(CC(C(=O)OC)=O)=O (Methyl 4-[4-(3,4-dichlorophenylmethyl)phenyl]-2,4-dioxo-1-butanoate). Solvent: O1CCCC1 (tetrahydrofuran). Conditions: time 8 hour. Yields the product ClC=1C=C(C=CC1Cl)CC1=CC=C(C=C1)C(CC(C(=O)O)=O)=O (4-[4-(3,4-Dichlorophenylmethyl)phenyl]-2,4-dioxo-1-butanoic acid). As a reaction SMILES: [OH-].[Na+].[Cl:3][C:4]1[CH:5]=[C:6]([CH2:11][C:12]2[CH:17]=[CH:16][C:15]([C:18](=[O:26])[CH2:19][C:20](=[O:25])[C:21]([O:23]C)=[O:22])=[CH:14][CH:13]=2)[CH:7]=[CH:8][C:9]=1[Cl:10]>O1CCCC1>[Cl:3][C:4]1[CH:5]=[C:6]([CH2:11][C:12]2[CH:13]=[CH:14][C:15]([C:18](=[O:26])[CH2:19][C:20](=[O:25])[C:21]([OH:23])=[O:22])=[CH:16][CH:17]=2)[CH:7]=[CH:8][C:9]=1[Cl:10] |f:0.1|. Procedure: There was dissolved in 15 ml of tetrahydrofuran and 3.75 ml of 2 N sodium hydroxide 1.09 g (3 mMol) of the ester product prepared in Step B above; and the reaction mixture was stirred overnight at room temperature, whereupon a solid precipitated. Then, 4 ml of 2 N hydrochloric acid was added, and the mixture was stirred well. The tetrahydrofuran layer was then separated, and the aqueous layer was extracted twice with 20 ml of diethyl ether. The combined organic layers were dried and evaporated. ... Reactants: C(C1=CC=CC=C1)O[C@@H](C(=O)N[C@@H]1[C@H]([C@H]([C@@H](C1)N1C2=NC(=NC(=C2N=C1)NCC(C1=CC=CC=C1)C1=CC=CC=C1)N1C[C@@H](CC1)NC(=O)NC=1C=NC=CC1)O)O)C ((R)-2-Benzyloxy-N-((1S,2R,3S,4R)-4-{6-(2,2-diphenyl-ethylamino)-2-[(R)-3-(3-pyridin-3-yl-ureido)-pyrrolidin-1-yl]-purin-9-yl}-2,3-dihydroxy-cyclopentyl)-propionamide), C1(=CC=CC=C1)OC(NC=1C=NC=CC1)=O (pyridin-3-yl-carbamic acid phenyl ester), N[C@H]1CN(CC1)C1=NC(=C2N=CN(C2=N1)[C@H]1[C@@H]([C@@H]([C@H](C1)NC([C@@H](C)OCC1=CC=CC=C1)=O)O)O)NCC(C1=CC=CC=C1)C1=CC=CC=C1 ((R)-N-{(1S,2R,3S,4R)-4-[2-((R)-3-Amino-pyrrolidin-1-yl)-6-(2,2-diphenyl-ethylamino)-purin-9-yl]-2,3-dihydroxy-cyclopentyl}-2-benzyloxy-propionamide), C1(=CC=CC=C1)OC(NC1=CC(=CC=C1)S(N)(=O)=O)=O ((3-Sulfamoyl-phenyl)-carbamic acid phenyl ester). Product: C1(=CC=CC=C1)C(CNC1=C2N=CN(C2=NC(=N1)N1C[C@@H](CC1)NC(=O)NC1=CC(=CC=C1)S(N)(=O)=O)[C@H]1[C@@H]([C@@H]([C@H](C1)NC(CCO)=O)O)O)C1=CC=CC=C1 (N-[(1S,2R,3S,4R)-4-(6-(2,2-Diphenyl-ethylamino)-2-{(R)-3-[3-(3-sulfamoyl-phenyl)-ureido]-pyrrolidin-1-yl}-purin-9-yl)-2,3-dihydroxy-cyclopentyl]-3-hydroxy-propionamide). Reaction SMILES: C([O:8][C@H](C)C(N[C@H]1C[C@@H](N2C=NC3C2=NC(N2CC[C@@H](NC(NC4C=NC=CC=4)=O)C2)=NC=3NCC(C2C=CC=CC=2)C2C=CC=CC=2)[C@H](O)[C@@H]1O)=O)C1C=CC=CC=1.[NH2:60][C@@H:61]1[CH2:65][CH2:64][N:63]([C:66]2[N:74]=[C:73]3[C:69]([N:70]=[CH:71][N:72]3[C@@H:75]3[CH2:79][C@H:78]([NH:80][C:81](=[O:92])[C@H:82](OCC4C=CC=CC=4)[CH3:83])[C@@H:77]([OH:93])[C@H:76]3[OH:94])=[C:68]([NH:95][CH2:96][CH:97]([C:104]3[CH:109]=[CH:108][CH:107]=[CH:106][CH:105]=3)[C:98]3[CH:103]=[CH:102][CH:101]=[CH:100][CH:99]=3)[N:67]=2)[CH2:62]1.C1([O:116][C:117](=O)[NH:118][C:119]2[CH:124]=[CH:123][CH:122]=[C:121]([S:125](=[O:128])(=[O:127])[NH2:126])[CH:120]=2)C=CC=CC=1.C1(OC(=O)NC2C=NC=CC=2)C=CC=CC=1>>[C:104]1([CH:97]([C:98]2[CH:99]=[CH:100][CH:101]=[CH:102][CH:103]=2)[CH2:96][NH:95][C:68]2[N:67]=[C:66]([N:63]3[CH2:64][CH2:65][C@@H:61]([NH:60][C:117]([NH:118][C:119]4[CH:124]=[CH:123][CH:122]=[C:121]([S:125](=[O:127])(=[O:128])[NH2:126])[CH:120]=4)=[O:116])[CH2:62]3)[N:74]=[C:73]3[C:69]=2[N:70]=[CH:71][N:72]3[C@@H:75]2[CH2:79][C@H:78]([NH:80][C:81](=[O:92])[CH2:82][CH2:83][OH:8])[C@@H:77]([OH:93])[C@H:76]2[OH:94])[CH:105]=[CH:106][CH:107]=[CH:108][CH:109]=1. Reported procedure: The title compound was prepared analogously to (R)-2-benzyloxy-N-((1S,2R,3S,4R)-4-{6-(2,2-diphenyl-ethylamino)-2-[(R)-3-(3-pyridin-3-yl-ureido)-pyrrolidin-1-yl]-purin-9-yl}-2,3-dihydroxy-cyclopentyl)-propionamide (Example 181, step 5), by substituting N-{(1S,2R,3S,4R)-4-[2-((R)-3-amino-pyrrolidin-1-yl)-6-(2,2-diphenyl-ethylamino)-purin-9-yl]-2,3-dihydroxy-cyclopentyl}-3-hydroxy-propionamide (Intermediate ZG) for (R)-N-{(1S,2R,3S,4R)-4-[2-((R)-3-amino-pyrrolidin-1-yl)-6-(2,2-diphenyl-ethylamino)-...